describe an organic reaction: reactants, conditions, products, and yield From a dataset of the Open Reaction Database (ORD), a public repository of structured organic reaction records. Reactants: O1CC(C1)=O (3-oxetanone), [N+](=O)([O-])C1=C(C=C(C=C1)N1C[C@@H](CCC1)N)OC(C)C ((3R)-1-[4-nitro-3-(propan-2-yloxy)phenyl]piperidin-3-amine), C(C)(=O)O[BH-](OC(C)=O)OC(C)=O.[Na+] (sodium triacetoxyborohydride). Solvent: C(O)([O-])=O.[Na+] (sodium hydrogen carbonate), 1,4-dichloroethane. Run at temperature 70 celsius. Yields the product [N+](=O)([O-])C1=C(C=C(C=C1)N1C[C@@H](CCC1)NC1COC1)OC(C)C ((3R)-1-[4-nitro-3-(propan-2-yloxy)phenyl]-N-(oxetan-3-yl)piperidin-3-amine). RXN SMILES: [O:1]1[CH2:4][C:3](=O)[CH2:2]1.[N+:6]([C:9]1[CH:14]=[CH:13][C:12]([N:15]2[CH2:20][CH2:19][CH2:18][C@@H:17]([NH2:21])[CH2:16]2)=[CH:11][C:10]=1[O:22][CH:23]([CH3:25])[CH3:24])([O-:8])=[O:7].C(O[BH-](OC(=O)C)OC(=O)C)(=O)C.[Na+]>C(=O)([O-])O.[Na+]>[N+:6]([C:9]1[CH:14]=[CH:13][C:12]([N:15]2[CH2:20][CH2:19][CH2:18][C@@H:17]([NH:21][CH:3]3[CH2:2][O:1][CH2:4]3)[CH2:16]2)=[CH:11][C:10]=1[O:22][CH:23]([CH3:25])[CH3:24])([O-:8])=[O:7] |f:2.3,4.5|. Procedure: 2 ml of 3-oxetanone are added, at a temperature of about 20° C., to a solution of 1.50 g of (3R)-1-[4-nitro-3-(propan-2-yloxy)phenyl]piperidin-3-amine in 54 ml of 1,4-dichloroethane, under an argon atmosphere. After stirring of the mixture, 3.69 g of sodium triacetoxyborohydride are added in small portions and the reaction mixture is heated at 70° C. for 3 h. After returning to ambient temperature, 70 ml of a dilute sodium hydrogen carbonate solution are added. The aqueous phase is extracted twi... The yield is 99.9%. Reaction SMILES: C(OC)(OC)OC.CN(C)C(N(C)C)=N.[CH2:16]=[C:17]([CH2:28][CH2:29][C:30]1[CH:35]=[CH:34][CH:33]=[CH:32][CH:31]=1)[C:18]([O:20][CH2:21][C:22]1[CH:27]=[CH:26][CH:25]=[CH:24][CH:23]=1)=[O:19].[PH2:36]([O:38][CH3:39])=[O:37]>>[CH3:39][O:38][PH:36]([CH2:16][CH:17]([CH2:28][CH2:29][C:30]1[CH:31]=[CH:32][CH:33]=[CH:34][CH:35]=1)[C:18]([O:20][CH2:21][C:22]1[CH:23]=[CH:24][CH:25]=[CH:26][CH:27]=1)=[O:19])=[O:37]. Conditions: time 1.5 hour. Procedure details: Trimethyl orthoformate (11.0 mL, 10.7 g, 101 mmol) was added to anhydrous hypophosphorous acid3 (4.0 mL, 6.0 g. 90 mmol) and the solution was stirred for 1.5 h at room temperature. In a separate flask, N,N,N',N'-tetramethylguanidine (1.50 mL, 1.38 g, 12.0 mmol) was added to benzyl 2-methylene-4-phenyl-butanoate (3.99 g, 15.0 mmol) and the solution was cooled to 0° C. by an ice bath. An portion of the methyl hypophosphite solution (12.0 mL, d=1.04 g/mL, approx. 68 mmol) was added over 1 h. The ic... Yields the product COP(=O)CC(C(=O)OCC1=CC=CC=C1)CCC1=CC=CC=C1 (Benzyl 2-((methoxyphosphinyl)methyl)-4-phenylbutanoate). Reactants: C(OC)(OC)OC (Trimethyl orthoformate), [PH2](=O)OC (methyl hypophosphite), CN(C(=N)N(C)C)C (N,N,N',N'-tetramethylguanidine), C=C(C(=O)OCC1=CC=CC=C1)CCC1=CC=CC=C1 (benzyl 2-methylene-4-phenyl-butanoate). Isolated yield 52.9%. The solvent is O1CCCC1 (tetrahydrofuran), O1CCCC1 (tetrahydrofuran). Procedure: In 4 ml of anhydrous tetrahydrofuran, is dissolved 350 mg of 6-cyano-2,2-dimethyl-4-(4-ethoxycarbonyl-1,2-dihydro-2-oxo-1-pyridinyl)-2H-benzo[b]pyran obtained in Example 21. Then, 0.50 ml of 2.0M solution of lithium borohydride in tetrahydrofuran is added to the solution at room temperature and reacted at room temperature for 1.5 hours. After stopping the reaction by adding 0.2M phosphate buffer, the insoluble matter is solubilized by adding 2N aqueous hydrochloric acid. Then, the reaction mixtu... Product: C(#N)C1=CC2=C(OC(C=C2N2C(C=C(C=C2)CO)=O)(C)C)C=C1 (6-cyano-2,2-dimethyl-4-(1,2-dihydro-2-oxo-4-hydroxymethyl-1-pyridinyl)-2H-benzo[b]pyran). Reactants: solution, [BH4-].[Li+] (lithium borohydride), P(=O)([O-])([O-])[O-] (phosphate), Cl (hydrochloric acid), C(#N)C1=CC2=C(OC(C=C2N2C(C=C(C=C2)C(=O)OCC)=O)(C)C)C=C1 (6-cyano-2,2-dimethyl-4-(4-ethoxycarbonyl-1,2-dihydro-2-oxo-1-pyridinyl)-2H-benzo[b]pyran). Reaction SMILES: [C:1]([C:3]1[CH:26]=[CH:25][C:6]2[O:7][C:8]([CH3:24])([CH3:23])[CH:9]=[C:10]([N:11]3[CH:16]=[CH:15][C:14]([C:17](OCC)=[O:18])=[CH:13][C:12]3=[O:22])[C:5]=2[CH:4]=1)#[N:2].[BH4-].[Li+].P([O-])([O-])([O-])=O.Cl>O1CCCC1>[C:1]([C:3]1[CH:26]=[CH:25][C:6]2[O:7][C:8]([CH3:23])([CH3:24])[CH:9]=[C:10]([N:11]3[CH:16]=[CH:15][C:14]([CH2:17][OH:18])=[CH:13][C:12]3=[O:22])[C:5]=2[CH:4]=1)#[N:2] |f:1.2|. The reactants are O.OC1[C@H](O)[C@@H](O)[C@H](O[C@H]2[C@H](O)[C@@H](O)[C@@H](O)[C@H](O2)CO)[C@H](O1)CO (lactose monohydrate), NC(=O)N (urea), solution, OS(=O)(=O)O (H2SO4), II, II, II. Solvent: O (H2O). Conditions: time 2.5 hour. Product: C([C@@H]1[C@@H]([C@@H]([C@H]([C@@H](O1)O[C@@H]2[C@H](OC([C@@H]([C@H]2O)O)NC(=O)N)CO)O)O)O)O (lactosylurea). Reaction SMILES: O.O[CH:3]1[O:22][C@H:21]([CH2:23][OH:24])[C@@H:8]([O:9][C@@H:10]2[O:18][C@H:17]([CH2:19][OH:20])[C@H:15]([OH:16])[C@H:13]([OH:14])[C@H:11]2[OH:12])[C@H:6]([OH:7])[C@H:4]1[OH:5].[NH2:25][C:26]([NH2:28])=[O:27].OS(O)(=O)=O>O>[CH2:19]([OH:20])[C@H:17]1[O:18][C@@H:10]([O:9][C@H:8]2[C@H:6]([OH:7])[C@@H:4]([OH:5])[CH:3]([NH:25][C:26]([NH2:28])=[O:27])[O:22][C@@H:21]2[CH2:23][OH:24])[C@H:11]([OH:12])[C@@H:13]([OH:14])[C@H:15]1[OH:16] |f:0.1|. Procedure details: 360 g of lactose monohydrate (1 mole) were mixed with 60 g of urea (1 mole) and 10.6 ml of a solution made up of 100 ml of H2O and 6 ml of 98% H2SO4. The mixture was melted and deposited as a thin layer on the moving belt of a tunnel oven. This oven was equipped with a system for controlling its temperature in a first third of its length (zone I) according to a temperature gradient and, in the second 2/3 of its length (zone II), at a constant temperature. Zone I was subjected to a temperature gr... Starting materials: [BH3-]C#N, COC(=O)C(N)COC(C)(C)C, CC(=O)O, CO, O=Cc1ccccc1, Cl, [Na+]. Yields the product COC(=O)C(COC(C)(C)C)NCc1ccccc1. As a reaction SMILES: [C:26]([BH3-:27])#[N:28].[C:2]([CH3:3])([CH3:4])([CH3:5])[O:6][CH2:7][CH:8]([NH2:9])[C:10](=[O:11])[O:12][CH3:13].[CH3:14][C:15](=[O:16])[OH:17].[CH3:30][OH:31].[CH:18](=[O:19])[c:20]1[cH:21][cH:22][cH:23][cH:24][cH:25]1.[ClH:1].[Na+:29]>>[C:2]([CH3:3])([CH3:4])([CH3:5])[O:6][CH2:7][CH:8]([NH:9][CH2:18][c:20]1[cH:21][cH:22][cH:23][cH:24][cH:25]1)[C:10](=[O:11])[O:12][CH3:13]. The reactants are O=C([O-])[O-], COc1cc2c(Cl)ccnc2cc1O, Cc1nc(CCl)cs1, Cl, [K+], [K+], CN(C)C=O. The product is COc1cc2c(Cl)ccnc2cc1OCc1csc(C)n1. RXN SMILES: [C:24](=[O:25])([O-:26])[O-:27].[Cl:10][c:11]1[cH:12][cH:13][n:14][c:15]2[cH:16][c:17]([OH:23])[c:18]([O:21][CH3:22])[cH:19][c:20]12.[Cl:2][CH2:3][c:4]1[n:5][c:6]([CH3:9])[s:7][cH:8]1.[ClH:1].[K+:28].[K+:29].[O:30]=[CH:31][N:32]([CH3:33])[CH3:34]>>[CH2:3]([c:4]1[n:5][c:6]([CH3:9])[s:7][cH:8]1)[O:23][c:17]1[cH:16][c:15]2[n:14][cH:13][cH:12][c:11]([Cl:10])[c:20]2[cH:19][c:18]1[O:21][CH3:22]. The reactants are OC1=CC=C(C=C1)SC1CN(CC1)CCC(CC1=CC=CC=C1)=O ((RS)-4-[3-(4-Hydroxy-phenylsulfanyl)-pyrrolidin-1-yl]-1-phenyl-butan-2-one), [BH4-].[Na+] (NaBH4), C(=O)(O)[O-].[Na+] (NaHCO3), Cl (HCl). Solvent: CO (MeOH). Conditions: time 15 minute. The product is OC(CCN1CC(CC1)SC1=CC=C(C=C1)O)CC1=CC=CC=C1 ((3RS,3SR)-4-[1-(3-hydroxy-4-phenyl-butyl)-pyrrolidin-3-ylsulfanyl]-phenol). Yield: 90.7%. As a reaction SMILES: [OH:1][C:2]1[CH:7]=[CH:6][C:5]([S:8][CH:9]2[CH2:13][CH2:12][N:11]([CH2:14][CH2:15][C:16](=[O:24])[CH2:17][C:18]3[CH:23]=[CH:22][CH:21]=[CH:20][CH:19]=3)[CH2:10]2)=[CH:4][CH:3]=1.[BH4-].[Na+].Cl.C([O-])(O)=O.[Na+]>CO>[OH:24][CH:16]([CH2:17][C:18]1[CH:23]=[CH:22][CH:21]=[CH:20][CH:19]=1)[CH2:15][CH2:14][N:11]1[CH2:12][CH2:13][CH:9]([S:8][C:5]2[CH:6]=[CH:7][C:2]([OH:1])=[CH:3][CH:4]=2)[CH2:10]1 |f:1.2,4.5|. Procedure details: (RS)-4-[3-(4-Hydroxy-phenylsulfanyl)-pyrrolidin-1-yl]-1-phenyl-butan-2-one (200 mg, 0.6 mmol) in MeOH (3 ml) was treated with NaBH4 (33.2 mg, 0.9 mmol). After 15 minutes stirring at room temperature, the reaction mixture was acidified to pH 3 with 1N HCl then adjusted to pH 8 with saturated NaHCO3. The aqueous phase was extracted with CH2Cl2. The combined organic phases were dried over Na2SO4, filtered and the solvent was evaporated. The residue was chromatographed over silica gel (ethylacetate)... Reactants: solution, Cl (HCl), O1CCOCC1 (1,4-dioxane), C(C)(C)(C)OC(N(C)CCOC1=C(C=CC(=C1)F)C(=O)N1CC=2C(=C3N=C(C(=CN3N2)Cl)C)C1)=O ({2-[2-(6-chloro-5-methyl-1H,3H-2,4,7a,8-tetraaza-cyclopenta[a]indene-2-carbonyl)-5-fluoro-phenoxy]-ethyl}-methyl-carbamic acid tert-butyl ester). Run in C(Cl)Cl (DCM). Reaction conditions: time 30 minute. The product is Cl.ClC1=CN2N=C3C(=C2N=C1C)CN(C3)C(=O)C3=C(C=C(C=C3)F)OCCNC ((6-chloro-5-methyl-1H,3H-2,4,7a,8-tetraaza-cyclopenta[a]inden-2-yl)-[4-fluoro-2-(2-methylamino-ethoxy)-phenyl]-methanone hydrochloride). The yield is 37.9%. RXN SMILES: Cl.O1CCOCC1.C(O[C:13](=O)[N:14]([CH2:16][CH2:17][O:18][C:19]1[CH:24]=[C:23]([F:25])[CH:22]=[CH:21][C:20]=1[C:26]([N:28]1[CH2:41][C:31]2=[C:32]3[N:37]([N:38]=[C:30]2[CH2:29]1)[CH:36]=[C:35]([Cl:39])[C:34]([CH3:40])=[N:33]3)=[O:27])C)(C)(C)C>C(Cl)Cl>[ClH:39].[Cl:39][C:35]1[C:34]([CH3:40])=[N:33][C:32]2[N:37]([N:38]=[C:30]3[CH2:29][N:28]([C:26]([C:20]4[CH:21]=[CH:22][C:23]([F:25])=[CH:24][C:19]=4[O:18][CH2:17][CH2:16][NH:14][CH3:13])=[O:27])[CH2:41][C:31]3=2)[CH:36]=1 |f:4.5|. Procedure details: A 4M solution of HCl in 1,4-dioxane (456 μL; 1.83 mmol; 10 eq.) was added to solution of {2-[2-(6-chloro-5-methyl-1H,3H-2,4,7a,8-tetraaza-cyclopenta[a]indene-2-carbonyl)-5-fluoro-phenoxy]-ethyl}-methyl-carbamic acid tert-butyl ester (92 mg; 0.18 mmol; 1 eq.) in DCM (2 mL) and the reaction mixture was stirred at room temperature for 30 minutes then concentrated in vacuo. Purification by mass directed preparative HPLC afforded the title compound (15 mg, 19%) as a yellow solid. 1H NMR (DMSO-d6) δ 9... Starting materials: C, CO, CCO, ClCCl, [H][H], [Pd], O=[N+]([O-])c1cnccc1Nc1ccccc1. Yields the product Nc1cnccc1Nc1ccccc1. Reaction SMILES: [C:27].[CH3:19][OH:20].[CH3:21][CH2:22][OH:23].[Cl:24][CH2:25][Cl:26].[H:17][H:18].[Pd:28].[c:1]1([NH:7][c:8]2[c:9]([N+:14]([O-:15])=[O:16])[cH:10][n:11][cH:12][cH:13]2)[cH:2][cH:3][cH:4][cH:5][cH:6]1>>[c:1]1([NH:7][c:8]2[c:9]([NH2:14])[cH:10][n:11][cH:12][cH:13]2)[cH:2][cH:3][cH:4][cH:5][cH:6]1. Reactants: CS(C)=O, COC(=O)CCCCCCN1C(=O)CCCC1CO, CCN=C=NCCCN(C)C, O=C([O-])C(F)(F)F, c1ccccc1, c1cc[nH+]cc1. Reaction SMILES: [CH3:12][S:13]([CH3:14])=[O:15].[CH3:16][O:17][C:18]([CH2:19][CH2:20][CH2:21][CH2:22][CH2:23][CH2:24][N:25]1[CH:26]([CH2:32][OH:33])[CH2:27][CH2:28][CH2:29][C:30]1=[O:31])=[O:34].[CH3:1][CH2:2][N:3]=[C:4]=[N:5][CH2:6][CH2:7][CH2:8][N:9]([CH3:10])[CH3:11].[F:35][C:36]([F:37])([F:38])[C:39]([O-:40])=[O:41].[cH:48]1[cH:49][cH:50][cH:51][cH:52][cH:53]1.[nH+:42]1[cH:43][cH:44][cH:45][cH:46][cH:47]1>>[CH3:16][O:17][C:18]([CH2:19][CH2:20][CH2:21][CH2:22][CH2:23][CH2:24][N:25]1[CH:26]([CH:32]=[O:33])[CH2:27][CH2:28][CH2:29][C:30]1=[O:31])=[O:34]. Yields the product COC(=O)CCCCCCN1C(=O)CCCC1C=O.